This data is from the Open Reaction Database (ORD), a public repository of structured organic reaction records. The task is: describe an organic reaction: reactants, conditions, products, and yield Reported procedure: To a suspension of 2-nitroimidazole (4.00 g, 35.4 mmol) in 40 mL dry DMF was added dropwise 3N NaOMe in MeOH until the imidazole had dissolved completely and the solution had just turned red. Further imidazole was added until the color just returned to yellow. The MeOH was then removed by heating to 110° C., removing the condenser, and continuing heating up to a bath temperature of 152° C. After cooling the solution to 110° C., 2-bromoethanol (2.74 mL, 4.82 g, 38.6 mmol, Aldrich, redistilled) wa... Reactants: N1C=NC=C1 (imidazole), [N+](=O)([O-])C=1NC=CN1 (2-nitroimidazole), BrCCO (2-bromoethanol), C[O-].[Na+] (NaOMe), N1C=NC=C1 (imidazole). Conditions: temperature 110 celsius. As a reaction SMILES: [N+:1]([C:4]1[NH:5][CH:6]=[CH:7][N:8]=1)([O-:3])=[O:2].[CH3:9][O-:10].[Na+].N1C=CN=C1.Br[CH2:18][CH2:19][OH:20]>CN(C=O)C.CO>[N+:1]([C:4]1[N:5]([C:19]([CH2:18][CH2:9][OH:10])=[O:20])[CH:6]=[CH:7][N:8]=1)([O-:3])=[O:2] |f:1.2|. The product is [N+](=O)([O-])C=1N(C=CN1)C(=O)CCO (2-(2-Nitro-1-imidazoyl)ethanol). Solvent: CN(C)C=O (DMF), CO (MeOH).